Dataset: the Open Reaction Database (ORD), a public repository of structured organic reaction records. Task: describe an organic reaction: reactants, conditions, products, and yield Starting materials: ClC=1C=CC(=NC1)SC1=C(N=C(O1)C1=CC=C(C=C1)F)CO ({5-[(5-chloropyridin-2-yl)sulfanyl]-2-(4-fluorophenyl)-1,3-oxazol-4-yl}methanol), ClC=1C=CC(=NC1)SC1=C(N=C(O1)C1=CC=C(C=C1)F)CO ({5-[(5-chloropyridin-2-yl)sulfanyl]-2-(4-fluorophenyl)-1,3-oxazol-4-yl}methanol), N1C=NC=C1 (imidazole), C1=CC=C(C=C1)P(C2=CC=CC=C2)C3=CC=CC=C3 (Ph3P), C(Br)(Br)(Br)Br (CBr4). The solvent is C(Cl)Cl (DCM), O (water). Reaction conditions: time 1 hour. The product is BrCC=1N=C(OC1SC1=NC=C(C=C1)Cl)C1=CC=C(C=C1)F (2-{[4-(bromomethyl)-2-(4-fluorophenyl)-1,3-oxazol-5-yl]sulfanyl}-5-chloropyridine). As a reaction SMILES: [Cl:1][C:2]1[CH:3]=[CH:4][C:5]([S:8][C:9]2[O:13][C:12]([C:14]3[CH:19]=[CH:18][C:17]([F:20])=[CH:16][CH:15]=3)=[N:11][C:10]=2[CH2:21]O)=[N:6][CH:7]=1.N1C=CN=C1.C1C=CC(P(C2C=CC=CC=2)C2C=CC=CC=2)=CC=1.C(Br)(Br)(Br)[Br:48]>C(Cl)Cl.O>[Br:48][CH2:21][C:10]1[N:11]=[C:12]([C:14]2[CH:19]=[CH:18][C:17]([F:20])=[CH:16][CH:15]=2)[O:13][C:9]=1[S:8][C:5]1[CH:4]=[CH:3][C:2]([Cl:1])=[CH:7][N:6]=1. Procedure details: To a solution of {5-[(5-chloropyridin-2-yl)sulfanyl]-2-(4-fluorophenyl)-1,3-oxazol-4-yl}methanol (intermediate B1.1, 0.30 g, 0.89 mmol) in 3.3 mL of DCM at 0° C. was added imidazole (0.02 g, 0.36 mmol), Ph3P (0.28 g, 1.07 mmol) and CBr4 (0.36 g, 1.07 mmol). After 1 h at 0° C., water was added and the reaction mixture was extracted with EtOAc. The combined organics were washed with 10% KHSO4, satd. NaHCO3 and brine, dried over Na2SO4, filtered and concentrated. The reaction was purified by flash ... Reactants: CCOC(=O)Cl, NCCc1ccc(O)cc1, [Na+], [OH-], O. Yields the product CCOC(=O)NCCc1ccc(O)cc1. As a reaction SMILES: [Cl:1][C:2](=[O:3])[O:4][CH2:5][CH3:6].[NH2:7][CH2:8][CH2:9][c:10]1[cH:11][cH:12][c:13]([OH:14])[cH:15][cH:16]1.[Na+:18].[OH-:17].[OH2:19]>>[C:2](=[O:3])([O:4][CH2:5][CH3:6])[NH:7][CH2:8][CH2:9][c:10]1[cH:11][cH:12][c:13]([OH:14])[cH:15][cH:16]1. The reactants are CCOC(=O)CBr, CCOC(C(=O)NCc1ccc(C#N)cc1)c1ccc(OC)c(O)c1, CCOC(C)=O, [K+], [K+], O=C([O-])[O-], CN(C)C=O. Product: CCOC(=O)COc1cc(C(OCC)C(=O)NCc2ccc(C#N)cc2)ccc1OC. As a reaction SMILES: [Br:32][CH2:33][C:34](=[O:35])[O:36][CH2:37][CH3:38].[C:1](#[N:2])[c:3]1[cH:4][cH:5][c:6]([CH2:7][NH:8][C:9]([CH:10]([c:11]2[cH:12][c:13]([OH:19])[c:14]([O:17][CH3:18])[cH:15][cH:16]2)[O:20][CH2:21][CH3:22])=[O:23])[cH:24][cH:25]1.[CH3:44][CH2:45][O:46][C:47]([CH3:48])=[O:49].[K+:26].[K+:27].[O-:28][C:29]([O-:30])=[O:31].[O:39]=[CH:40][N:41]([CH3:42])[CH3:43]>>[C:1](#[N:2])[c:3]1[cH:4][cH:5][c:6]([CH2:7][NH:8][C:9]([CH:10]([c:11]2[cH:12][c:13]([O:19][CH2:33][C:34](=[O:35])[O:36][CH2:37][CH3:38])[c:14]([O:17][CH3:18])[cH:15][cH:16]2)[O:20][CH2:21][CH3:22])=[O:23])[cH:24][cH:25]1.